From a dataset of the Open Reaction Database (ORD), a public repository of structured organic reaction records. describe an organic reaction: reactants, conditions, products, and yield Reactants: CC(C)O, OCc1cc(OC2CCCC2)c(OC(F)F)cn1, [K+], [K+], O=[Mn](=O)(=O)[O-], [OH-], O. The product is O=C(O)c1cc(OC2CCCC2)c(OC(F)F)cn1. As a reaction SMILES: [CH:27]([CH3:28])([CH3:29])[OH:30].[CH:7]1([O:12][c:13]2[cH:14][c:15]([CH2:23][OH:24])[n:16][cH:17][c:18]2[O:19][CH:20]([F:21])[F:22])[CH2:8][CH2:9][CH2:10][CH2:11]1.[K+:26].[K+:6].[Mn:1]([O-:2])(=[O:3])(=[O:4])=[O:5].[OH-:25].[OH2:31]>>[CH:7]1([O:12][c:13]2[cH:14][c:15]([C:23](=[O:24])[OH:30])[n:16][cH:17][c:18]2[O:19][CH:20]([F:21])[F:22])[CH2:8][CH2:9][CH2:10][CH2:11]1.